This data is from the Open Reaction Database (ORD), a public repository of structured organic reaction records. The task is: describe an organic reaction: reactants, conditions, products, and yield Starting materials: CCO, COc1ccc(C(Br)C(F)(F)F)cc1. Product: COc1ccc(CC(F)(F)F)cc1. As a reaction SMILES: [CH3:15][CH2:16][OH:17].[CH3:1][O:2][c:3]1[cH:4][cH:5][c:6]([CH:9]([C:10]([F:11])([F:12])[F:13])[Br:14])[cH:7][cH:8]1>>[CH3:1][O:2][c:3]1[cH:4][cH:5][c:6]([CH2:9][C:10]([F:11])([F:12])[F:13])[cH:7][cH:8]1. Reactants: CC1=CC(=C(C=C1NC(=O)C)N)F, C1CC1NC2=CC(=NC3=C(C=NN23)C#N)Cl. The reagents and catalysts are C(=O)([O-])[O-].[Cs+].[Cs+], CC(C)C1=CC(=C(C(=C1)C(C)C)C2=CC=CC=C2P(C(C)(C)C)C(C)(C)C)C(C)C, C1=CC=C(C=C1)/C=C/C(=O)/C=C/C2=CC=CC=C2.C1=CC=C(C=C1)/C=C/C(=O)/C=C/C2=CC=CC=C2.C1=CC=C(C=C1)/C=C/C(=O)/C=C/C2=CC=CC=C2.[Pd].[Pd]. Solvent: C1COCCO1. Run at temperature 150 celsius. The product is CC1=CC(=C(C=C1NC(=O)C)NC2=NC3=C(C=NN3C(=C2)NC4CC4)C#N)F. The yield is 20.6%. Procedure: In 20 ml microwave vial were added 5-chloro-7-(cyclopropylamino)pyrazolo[1,5-a]pyrimidine-3-carbonitrile (200 mg, 0.86 mmol), N-(5-amino-4-fluoro-2-methylphenyl)acetamide (164 mg, 0.90 mmol), Pd2dba3 (39.2 mg, 0.04 mmol), di-tert- butyl(2',4',6'-triisopropylbiphenyl-2-yl)phosphine (37.5 mg, 0.09 mmol) and Cs2CO3 (837 mg, 2.57 mmol). The vessel was fitted with septum, gas inlet and dioxane (8 mL) was added via syringe. The resulting suspension was stirred for 5 min. under N2. The septum and gas i... Reactants: ClC1=C(CN(CCCOC=2C=C(C=CC2)CC(=O)O)CC(C2=CC=CC=C2)OC(C)=O)C=CC=C1C(F)(F)F (2-(3-{3-[[2-chloro-3-(trifluoromethyl)benzyl](2-acetoxy-2-phenyl-ethyl)amino]propoxy}-phenyl)acetic acid), Cl (HCl). Solvent: C(C)OCC (ethyl ether), C(C)OCC (diethyl ether). Yields the product Cl.ClC1=C(CN(CCCOC=2C=C(C=CC2)CC(=O)O)CC(C2=CC=CC=C2)OC(C)=O)C=CC=C1C(F)(F)F (2-(3-{3-[[2-Chloro-3-(trifluoromethyl)benzyl](2-acetoxy-2-phenyl-ethyl)amino]propoxy}-phenyl)acetic acid hydrochloride salt). Isolated yield 99.0%. RXN SMILES: [Cl:1][C:2]1[C:35]([C:36]([F:39])([F:38])[F:37])=[CH:34][CH:33]=[CH:32][C:3]=1[CH2:4][N:5]([CH2:20][CH:21]([O:28][C:29](=[O:31])[CH3:30])[C:22]1[CH:27]=[CH:26][CH:25]=[CH:24][CH:23]=1)[CH2:6][CH2:7][CH2:8][O:9][C:10]1[CH:11]=[C:12]([CH2:16][C:17]([OH:19])=[O:18])[CH:13]=[CH:14][CH:15]=1.Cl>C(OCC)C>[ClH:1].[Cl:1][C:2]1[C:35]([C:36]([F:37])([F:38])[F:39])=[CH:34][CH:33]=[CH:32][C:3]=1[CH2:4][N:5]([CH2:20][CH:21]([O:28][C:29](=[O:31])[CH3:30])[C:22]1[CH:23]=[CH:24][CH:25]=[CH:26][CH:27]=1)[CH2:6][CH2:7][CH2:8][O:9][C:10]1[CH:11]=[C:12]([CH2:16][C:17]([OH:19])=[O:18])[CH:13]=[CH:14][CH:15]=1 |f:3.4|. Procedure details: To a solution of 2-(3-{3-[[2-chloro-3-(trifluoromethyl)benzyl](2-acetoxy-2-phenyl-ethyl)amino]propoxy}-phenyl)acetic acid in ethyl ether was added HCl in diethyl ether (1.0M). The suspension was filtered and dried to give the title compound as a white solid (99%). NMR(400 MHz, CD3OD) δ: 7.8 (m, 3H), 7.3 (s, 5H), 7.1 (t, J=4.0 Hz, 1H), 6.7 (m, 3H), 6.1 (m, 1H), 4.0 (m, 2H), 3.6-3.4 (m, 7H), 2.2 (m, 2H), 1.9 (s, 3H), 1.1 (t, J=4.2 Hz, 2H). Starting materials: [BH4-], Cn1nnc2ccc(C(=O)c3ccc(Cl)cc3)cc21, [Na+]. The product is Cn1nnc2ccc(C(O)c3ccc(Cl)cc3)cc21. Reaction SMILES: [BH4-:20].[Cl:1][c:2]1[cH:3][cH:4][c:5]([C:6](=[O:7])[c:8]2[cH:9][cH:10][c:11]3[c:12]([n:13]([CH3:16])[n:14][n:15]3)[cH:17]2)[cH:18][cH:19]1.[Na+:21]>>[Cl:1][c:2]1[cH:3][cH:4][c:5]([CH:6]([OH:7])[c:8]2[cH:9][cH:10][c:11]3[c:12]([n:13]([CH3:16])[n:14][n:15]3)[cH:17]2)[cH:18][cH:19]1. Starting materials: C1(=CC=CC=2CC=CCC12)O (5,8-dihydro-1-naphthol), C(C1=CC=CC=C1)Br (benzyl bromide), CS(=O)C (DMSO), C[O-].[Na+] (sodium methoxide). Reported procedure: A solution of 73 g. (0.5 m) of 5,8-dihydro-1-naphthol in 100 ml. DMSO is treated with 0.5 m sodium methoxide. The mixture is cooled in an ice bath and treated dropwise with 0.5 mole benzyl bromide with shaking periodically. The mixture is gradually allowed to warm up to about 45° toward the end of addition. The mixture is stirred 3 hrs. longer, then poured into 1 liter H2O and extracted into ether. Extracts are washed twice with 10% NaOH, dried, taken to dryness leaving almost a quantitative yie... Run in O (H2O). As a reaction SMILES: [C:1]1([OH:11])[C:10]2[CH2:9][CH:8]=[CH:7][CH2:6][C:5]=2[CH:4]=[CH:3][CH:2]=1.CS(C)=O.C[O-].[Na+].[CH2:19](Br)[C:20]1[CH:25]=[CH:24][CH:23]=[CH:22][CH:21]=1>O>[CH2:19]([O:11][C:1]1[C:10]2[CH2:9][CH:8]=[CH:7][CH2:6][C:5]=2[CH:4]=[CH:3][CH:2]=1)[C:20]1[CH:25]=[CH:24][CH:23]=[CH:22][CH:21]=1 |f:2.3|. Product: C(C1=CC=CC=C1)OC1=CC=CC=2CC=CCC12 (5,8-dihydro-1-naphthyl benzyl ether). Reactants: Cl.OCC1=NC=CC=C1O (2-(hydroxymethyl)pyridin-3-ol hydrochloride), C([O-])([O-])=O.[K+].[K+] (potassium carbonate), BrCCOC1OCCCC1 (2-(2-bromoethoxy)tetrahydro-2H-pyran). Run in C(C)#N (acetonitrile). Reaction conditions: time 8 hour. Product: O1C(CCCC1)OCCOC=1C(=NC=CC1)CO ({3-[2-(Tetrahydro-2H-pyran-2-yloxy)ethoxy]pyridin-2-yl}methanol). Isolated yield 86.2%. As a reaction SMILES: Cl.[OH:2][CH2:3][C:4]1[C:9]([OH:10])=[CH:8][CH:7]=[CH:6][N:5]=1.C(=O)([O-])[O-].[K+].[K+].Br[CH2:18][CH2:19][O:20][CH:21]1[CH2:26][CH2:25][CH2:24][CH2:23][O:22]1>C(#N)C>[O:22]1[CH2:23][CH2:24][CH2:25][CH2:26][CH:21]1[O:20][CH2:19][CH2:18][O:10][C:9]1[C:4]([CH2:3][OH:2])=[N:5][CH:6]=[CH:7][CH:8]=1 |f:0.1,2.3.4|. Procedure: A suspension of 85% pure 2-(hydroxymethyl)pyridin-3-ol hydrochloride (24.9 g, 130 mmol) and potassium carbonate (60 g, 434 mmol) in acetonitrile (200 mL) was heated at reflux for 15 minutes after which 2-(2-bromoethoxy)tetrahydro-2H-pyran (32.9 g, 160 mmol) was added in one portion and the heating was continued overnight. Solids were filtered off and the solvent was removed under reduced pressure and the resulting oil was chromatographed on a column of silica (100 mm, i.d.=60 mm) with CHCl3 as e... Product: ClC1=CC2=C(N3C(=NN=C3CN(C2)C)[C@@H]2CC[C@@H](CC2)C2=C(C=CC=C2)C)C=C1 (cis-8-chloro-5-methyl-1-(4-o-tolyl-cyclohexyl)-5,6-dihydro-4H-2,3,5,10b-tetraaza-benzo[e]azulene), ClC1=CC2=C(N3C(=NN=C3CN(C2)C)[C@@H]2CC[C@H](CC2)C2=C(C=CC=C2)C)C=C1 (trans-8-chloro-5-methyl-1-(4-o-tolyl-cyclohexyl)-5,6-dihydro-4H-2,3,5,10b-tetraaza-benzo[e]azulene), CN1CC2=C(N3C(=NN=C3C1)[C@@H]1CC[C@@H](CC1)C1=C(C=CC=C1)C)C=CC=C2 (cis-5-methyl-1-(4-o-tolyl-cyclohexyl)-5,6-dihydro-4H-2,3,5,10b-tetraaza-benzo[e]azulene). Procedure details: A solution of (RS)-8-chloro-5-methyl-1-(4-o-tolyl-cyclohex-3-enyl)-5,6-dihydro-4H-2,3,5,10b-tetraaza-benzo[e]azulene (0.10 g, 0.25 mmol) in acetic acid (2.5 ml) was purged with argon. After addition of platinum(IV) oxide (0.017 g, 0.075 mmol) the reaction vessel was filled with hydrogen. The reaction mixture was stirred under an atmosphere of hydrogen (1 bar) at room temperature for 48 h. The catalyst was removed by filtration over Decalite®. The filtrate was partitioned between ethyl acetate an... Reagents/catalysts: [Pt](=O)=O (platinum(IV) oxide). Solvent: C(C)(=O)O (acetic acid). Starting materials: [H][H] (hydrogen), ClC1=CC2=C(N3C(=NN=C3CN(C2)C)C2CC=C(CC2)C2=C(C=CC=C2)C)C=C1 ((RS)-8-chloro-5-methyl-1-(4-o-tolyl-cyclohex-3-enyl)-5,6-dihydro-4H-2,3,5,10b-tetraaza-benzo[e]azulene). RXN SMILES: [Cl:1][C:2]1[CH:29]=[CH:28][C:5]2[N:6]3[C:10]([CH2:11][N:12]([CH3:14])[CH2:13][C:4]=2[CH:3]=1)=[N:9][N:8]=[C:7]3[CH:15]1[CH2:20][CH2:19][C:18]([C:21]2[CH:26]=[CH:25][CH:24]=[CH:23][C:22]=2[CH3:27])=[CH:17][CH2:16]1.[H][H]>C(O)(=O)C.[Pt](=O)=O>[Cl:1][C:2]1[CH:29]=[CH:28][C:5]2[N:6]3[C:10]([CH2:11][N:12]([CH3:14])[CH2:13][C:4]=2[CH:3]=1)=[N:9][N:8]=[C:7]3[C@H:15]1[CH2:16][CH2:17][C@@H:18]([C:21]2[CH:26]=[CH:25][CH:24]=[CH:23][C:22]=2[CH3:27])[CH2:19][CH2:20]1.[Cl:1][C:2]1[CH:29]=[CH:28][C:5]2[N:6]3[C:10]([CH2:11][N:12]([CH3:14])[CH2:13][C:4]=2[CH:3]=1)=[N:9][N:8]=[C:7]3[C@H:15]1[CH2:16][CH2:17][C@H:18]([C:21]2[CH:26]=[CH:25][CH:24]=[CH:23][C:22]=2[CH3:27])[CH2:19][CH2:20]1.[CH3:14][N:12]1[CH2:11][C:10]2[N:6]([C:7]([C@H:15]3[CH2:16][CH2:17][C@@H:18]([C:21]4[CH:26]=[CH:25][CH:24]=[CH:23][C:22]=4[CH3:27])[CH2:19][CH2:20]3)=[N:8][N:9]=2)[C:5]2[CH:28]=[CH:29][CH:2]=[CH:3][C:4]=2[CH2:13]1. Conditions: time 48 hour.